This data is from the Open Reaction Database (ORD), a public repository of structured organic reaction records. The task is: describe an organic reaction: reactants, conditions, products, and yield Reactants: CCOC(C)=O, Cl, CC(C)(O)CON, CCCc1c(Cc2ccc(-c3ccccc3-c3noc(=O)[nH]3)cc2)c(=O)n(C2CCC(=O)CC2)c2ncnn12, O, c1ccncc1. The product is CCCc1c(Cc2ccc(-c3ccccc3-c3noc(=O)[nH]3)cc2)c(=O)n(C2CCC(=NOCC(C)(C)O)CC2)c2ncnn12. As a reaction SMILES: [CH3:55][CH2:56][O:57][C:58](=[O:59])[CH3:60].[ClH:53].[NH2:40][O:41][CH2:42][C:43]([CH3:44])([OH:45])[CH3:46].[O:1]=[C:2]1[CH2:3][CH2:4][CH:5]([n:8]2[c:9]3[n:10]([c:11]([CH2:34][CH2:35][CH3:36])[c:12]([CH2:15][c:16]4[cH:17][cH:18][c:19](-[c:22]5[c:23](-[c:28]6[n:29][o:30][c:31](=[O:33])[nH:32]6)[cH:24][cH:25][cH:26][cH:27]5)[cH:20][cH:21]4)[c:13]2=[O:14])[n:37][cH:38][n:39]3)[CH2:6][CH2:7]1.[OH2:54].[cH:47]1[cH:48][cH:49][n:50][cH:51][cH:52]1>>[C:2]1(=[N:40][O:41][CH2:42][C:43]([CH3:44])([OH:45])[CH3:46])[CH2:3][CH2:4][CH:5]([n:8]2[c:9]3[n:10]([c:11]([CH2:34][CH2:35][CH3:36])[c:12]([CH2:15][c:16]4[cH:17][cH:18][c:19](-[c:22]5[c:23](-[c:28]6[n:29][o:30][c:31](=[O:33])[nH:32]6)[cH:24][cH:25][cH:26][cH:27]5)[cH:20][cH:21]4)[c:13]2=[O:14])[n:37][cH:38][n:39]3)[CH2:6][CH2:7]1. Procedure details: A solution of 2-(5-cholesten-3β-yloxy)ethyl chloride (17 g, 38 mmol) and sodium iodide (8.5 g, 57 mmol) in 2-butanone (200 ml) is heated for 5 hours under reflux. The mixture is concentrated to a residue which is partitioned between chloroform and water. The organic layer is washed with sodium thiosulfate, water, dried and evaporated to dryness. Crystallization from ether-methanol affords 2-(5-cholesten-3β-yloxy)ethyl iodide (15.8 g, 77%), m.p. 86°-88°. The solvent is CC(CC)=O (2-butanone). The product is CC(C)CCC[C@@H](C)[C@H]1CC[C@H]2[C@@H]3CC=C4C[C@H](CC[C@]4(C)[C@H]3CC[C@]12C)OCCI (2-(5-cholesten-3β-yloxy)ethyl iodide). As a reaction SMILES: [CH3:1][CH:2]([CH2:4][CH2:5][CH2:6][C@H:7]([C@@H:9]1[C@:26]2([CH3:27])[C@H:12]([C@H:13]3[C@H:23]([CH2:24][CH2:25]2)[C@:21]2([CH3:22])[C:16]([CH2:17][C@@H:18]([O:28][CH2:29][CH2:30]Cl)[CH2:19][CH2:20]2)=[CH:15][CH2:14]3)[CH2:11][CH2:10]1)[CH3:8])[CH3:3].[I-:32].[Na+]>CC(=O)CC>[CH3:1][CH:2]([CH2:4][CH2:5][CH2:6][C@H:7]([C@@H:9]1[C@:26]2([CH3:27])[C@H:12]([C@H:13]3[C@H:23]([CH2:24][CH2:25]2)[C@:21]2([CH3:22])[C:16]([CH2:17][C@@H:18]([O:28][CH2:29][CH2:30][I:32])[CH2:19][CH2:20]2)=[CH:15][CH2:14]3)[CH2:11][CH2:10]1)[CH3:8])[CH3:3] |f:1.2|. Isolated yield 76.9%. Reactants: CC(C)CCC[C@@H](C)[C@H]1CC[C@H]2[C@@H]3CC=C4C[C@H](CC[C@]4(C)[C@H]3CC[C@]12C)OCCCl (2-(5-cholesten-3β-yloxy)ethyl chloride), [I-].[Na+] (sodium iodide).